From a dataset of the Open Reaction Database (ORD), a public repository of structured organic reaction records. describe an organic reaction: reactants, conditions, products, and yield Starting materials: COC1=C2CCC(CC2=CC=C1)=O (5-methoxy-2-tetralone), N1CCCC1 (pyrrolidine). Reagents/catalysts: C1(=CC=C(C=C1)S(=O)(=O)O)C (p-toluenesulfonic acid). The solvent is C1=CC=CC=C1 (benzene). Yields the product COC1=C2CCC(=CC2=CC=C1)N1CCCC1 (1-(5-Methoxy-3,4-dihydronaphthalen-2-yl)-pyrrolidine). Isolated yield 99399.8%. As a reaction SMILES: [CH3:1][O:2][C:3]1[CH:12]=[CH:11][CH:10]=[C:9]2[C:4]=1[CH2:5][CH2:6][C:7](=O)[CH2:8]2.[NH:14]1[CH2:18][CH2:17][CH2:16][CH2:15]1>C1C=CC=CC=1.C1(C)C=CC(S(O)(=O)=O)=CC=1>[CH3:1][O:2][C:3]1[CH:12]=[CH:11][CH:10]=[C:9]2[C:4]=1[CH2:5][CH2:6][C:7]([N:14]1[CH2:18][CH2:17][CH2:16][CH2:15]1)=[CH:8]2. Procedure details: A mixture of 5-methoxy-2-tetralone (100 g, 0.68 mmol), pyrrolidine (85.7 ml, 1.03 mol) and p-toluenesulfonic acid (100 mg, catalytic) in benzene (1.2L) was heated at reflux under Dean-Stark conditions for 4 h. The mixture was cooled and the solvent evaporated to give the title compound as a brown oil (155 g, 99%). Reactants: Cc1ncoc1C(=O)c1ccccc1C(C)C#C[Si](C)(C)C, CO, CCOC(C)=O, [K+], [K+], O=C([O-])[O-]. Product: C#CC(C)c1ccccc1C(=O)c1ocnc1C. RXN SMILES: [CH3:1][c:2]1[n:3][cH:4][o:5][c:6]1[C:7](=[O:8])[c:9]1[c:10]([CH:15]([C:16]#[C:17][Si:18]([CH3:19])([CH3:20])[CH3:21])[CH3:22])[cH:11][cH:12][cH:13][cH:14]1.[CH3:29][OH:30].[CH3:31][CH2:32][O:33][C:34]([CH3:35])=[O:36].[K+:23].[K+:24].[O-:25][C:26]([O-:27])=[O:28]>>[CH3:1][c:2]1[n:3][cH:4][o:5][c:6]1[C:7](=[O:8])[c:9]1[c:10]([CH:15]([C:16]#[CH:17])[CH3:22])[cH:11][cH:12][cH:13][cH:14]1. Reaction SMILES: [CH2:52]([OH:53])[CH2:54][CH2:55][CH3:56].[CH3:1][c:2]1[c:3]([NH:25][C:26](=[O:27])[n:28]2[cH:29][cH:30][c:31]3[c:32]2[n:33][cH:34][n:35][c:36]3[Cl:37])[cH:4][c:5]([NH:8][C:9]([c:10]2[cH:11][cH:12][c:13]([CH2:16][N:17]3[CH2:18][CH2:19][N:20]([CH3:23])[CH2:21][CH2:22]3)[cH:14][cH:15]2)=[O:24])[cH:6][cH:7]1.[CH3:38][C:39](=[O:40])[Cl:41].[NH2:42][c:43]1[cH:44][c:45]([C:46](=[O:47])[NH2:48])[cH:49][cH:50][cH:51]1>>[CH3:1][c:2]1[c:3]([NH:25][C:26](=[O:27])[n:28]2[cH:29][cH:30][c:31]3[c:32]2[n:33][cH:34][n:35][c:36]3[NH:42][c:43]2[cH:44][c:45]([C:46](=[O:47])[NH2:48])[cH:49][cH:50][cH:51]2)[cH:4][c:5]([NH:8][C:9]([c:10]2[cH:11][cH:12][c:13]([CH2:16][N:17]3[CH2:18][CH2:19][N:20]([CH3:23])[CH2:21][CH2:22]3)[cH:14][cH:15]2)=[O:24])[cH:6][cH:7]1. Product: Cc1ccc(NC(=O)c2ccc(CN3CCN(C)CC3)cc2)cc1NC(=O)n1ccc2c(Nc3cccc(C(N)=O)c3)ncnc21. Starting materials: CCCCO, Cc1ccc(NC(=O)c2ccc(CN3CCN(C)CC3)cc2)cc1NC(=O)n1ccc2c(Cl)ncnc21, CC(=O)Cl, NC(=O)c1cccc(N)c1. As a reaction SMILES: C[O:2][C:3]([C@H:5]1[NH:18][C:17](=[S:19])[CH2:16][CH2:15][CH2:14][CH2:13][O:12][C:11](=[O:20])[C:10]2[C:21]([CH3:28])=[C:22]([O:26][CH3:27])[CH:23]=[C:24]([OH:25])[C:9]=2[CH2:8][S:7][CH2:6]1)=O>CO.C(N)C#C>[CH2:17]([NH:18][C:3]([C@H:5]1[NH:18][C:17](=[S:19])[CH2:16][CH2:15][CH2:14][CH2:13][O:12][C:11](=[O:20])[C:10]2[C:21]([CH3:28])=[C:22]([O:26][CH3:27])[CH:23]=[C:24]([OH:25])[C:9]=2[CH2:8][S:7][CH2:6]1)=[O:2])[C:16]#[CH:15]. The product is C(C#C)NC(=O)[C@@H]1CSCC2=C(C(OCCCCC(N1)=S)=O)C(=C(C=C2O)OC)C ((R)-16-hydroxy-14-methoxy-13-methyl-12-oxo-6-thioxo-1,3,4,5,6,7,8,9,10,12-decahydro-11,2,5benzoxathiaazacyclotetradecine-4-carboxylic acid prop-2-ynylamide). The yield is 97.1%. The reactants are COC(=O)[C@@H]1CSCC2=C(C(OCCCCC(N1)=S)=O)C(=C(C=C2O)OC)C ((R)-16-hydroxy-14-methoxy-13-methyl-12-oxo-6-thioxo-1,3,4,5,6,7,8,9,10,12-decahydro-11,2,5-benzoxathiaazacyclotetradecine-4-carboxylic acid methyl ester). Procedure details: A solution of 43 mg of the product of Example 23 in a mixture of 0.5 ml of methanol and 0.5 ml of prop-2-ynylamine was heated to 50° C. for 8 h. The solution was evaporated in vacuo, the residue was dissolved in ethyl acetate, and the solution was washed with 1N hydrochloric acid and water. The organic layer was dried over sodium sulfate and evaporated in vacuo and the residue was chromatographed on silica gel using ethyl acetate/hexane (1:2, v/v) as eluent. The purified product was crystallized... Solvent: CO (methanol), C(C#C)N (prop-2-ynylamine). Run at temperature 50 celsius. Reactants: Fc1cccc(Br)c1, COc1ccccc1-c1cccc(-n2cnc(C(=O)N(C)OC)c2)c1. Product: COc1ccccc1-c1cccc(-n2cnc(C(=O)c3cccc(F)c3)c2)c1. As a reaction SMILES: [Br:26][c:27]1[cH:28][c:29]([F:33])[cH:30][cH:31][cH:32]1.[CH3:1][O:2][N:3]([C:4](=[O:5])[c:6]1[n:7][cH:8][n:9](-[c:11]2[cH:12][c:13](-[c:17]3[c:18]([O:23][CH3:24])[cH:19][cH:20][cH:21][cH:22]3)[cH:14][cH:15][cH:16]2)[cH:10]1)[CH3:25]>>[C:4](=[O:5])([c:6]1[n:7][cH:8][n:9](-[c:11]2[cH:12][c:13](-[c:17]3[c:18]([O:23][CH3:24])[cH:19][cH:20][cH:21][cH:22]3)[cH:14][cH:15][cH:16]2)[cH:10]1)[c:27]1[cH:28][c:29]([F:33])[cH:30][cH:31][cH:32]1. Reactants: [N+](=O)(O)[O-] (nitric acid), O(C1=CC=CC=C1)C1=CC=C(C=C1)NC(CC(CC(=O)O)C1=CC=C(C=C1)Cl)=O (N-(4-Phenoxyphenyl)-3-(4-chlorophenyl)glutaramic acid), O (water). The solvent is C(C)(=O)O (acetic acid). Conditions: temperature 30 celsius, time 0.5 hour. The product is [N+](=O)([O-])C1=C(C=CC(=C1)OC1=CC=CC=C1)NC(CC(CC(=O)O)C1=CC=C(C=C1)Cl)=O (N-(2-nitro-4-phenoxyphenyl)-3-(4-chlorophenyl)glutaramic acid). RXN SMILES: [O:1]([C:8]1[CH:13]=[CH:12][C:11]([NH:14][C:15](=[O:29])[CH2:16][CH:17]([C:22]2[CH:27]=[CH:26][C:25]([Cl:28])=[CH:24][CH:23]=2)[CH2:18][C:19]([OH:21])=[O:20])=[CH:10][CH:9]=1)[C:2]1[CH:7]=[CH:6][CH:5]=[CH:4][CH:3]=1.[N+:30]([O-])([OH:32])=[O:31].O>C(O)(=O)C>[N+:30]([C:12]1[CH:13]=[C:8]([O:1][C:2]2[CH:3]=[CH:4][CH:5]=[CH:6][CH:7]=2)[CH:9]=[CH:10][C:11]=1[NH:14][C:15](=[O:29])[CH2:16][CH:17]([C:22]1[CH:23]=[CH:24][C:25]([Cl:28])=[CH:26][CH:27]=1)[CH2:18][C:19]([OH:21])=[O:20])([O-:32])=[O:31]. Procedure details: N-(4-Phenoxyphenyl)-3-(4-chlorophenyl)glutaramic acid (1.41 g) was dissolved in acetic acid (3 ml) with heating. The solution was allowed to cool to 30° C. With vigorous stirring fuming nitric acid (0.7 ml) was rapidly added in portions. The resulting hot, orange coloured solution was stirred at rt for 0.5 h. With ice cooling water (15 ml) was added slowly. From the gummy, yellow precipitate the aqueous layer is removed by decantation. Crystallisation is induced by heating with methanol (4 ml). ... Reactants: FC=1C=C(C=C2CCCN(C12)CCC1N(CCC1)C)N (8-fluoro-1-(2-(1-methylpyrrolidin-2-yl)ethyl)-1,2,3,4-tetrahydroquinolin-6-amine), I.S1C(=CC=C1)C(=N)SC (methyl thiophene-2-carbimidothioate hydroiodide). The solvent is C(C)O (ethanol). Reaction conditions: time 8 hour. Product: FC=1C=C(C=C2CCCN(C12)CCC1N(CCC1)C)NC(=N)C=1SC=CC1 (N-(8-fluoro-1-(2-(1-methylpyrrolidin-2-yl)ethyl)-1,2,3,4-tetrahydroquinolin-6-yl)thiophene-2-carboximidamide). Isolated yield 60.0%. RXN SMILES: [F:1][C:2]1[CH:3]=[C:4]([NH2:20])[CH:5]=[C:6]2[C:11]=1[N:10]([CH2:12][CH2:13][CH:14]1[CH2:18][CH2:17][CH2:16][N:15]1[CH3:19])[CH2:9][CH2:8][CH2:7]2.I.[S:22]1[CH:26]=[CH:25][CH:24]=[C:23]1[C:27](SC)=[NH:28]>C(O)C>[F:1][C:2]1[CH:3]=[C:4]([NH:20][C:27]([C:23]2[S:22][CH:26]=[CH:25][CH:24]=2)=[NH:28])[CH:5]=[C:6]2[C:11]=1[N:10]([CH2:12][CH2:13][CH:14]1[CH2:18][CH2:17][CH2:16][N:15]1[CH3:19])[CH2:9][CH2:8][CH2:7]2 |f:1.2|. Reported procedure: To a stirred solution of 8-fluoro-1-(2-(1-methylpyrrolidin-2-yl)ethyl)-1,2,3,4-tetrahydroquinolin-6-amine (580 mg, 2.091 mmol) in ethanol (15 ml) was added methyl thiophene-2-carbimidothioate hydroiodide (1193 mg, 4.18 mmol) as a solid. The resulting suspension was stirred overnight at room temperature under argon. The reaction mixture was then quenched with water and sodium carbonate (sat) and extracted with dichloromethane (3×). The combined organics were dried, filtered and concentrated. The ... The reactants are solid, BrC1=CC(=CC=2C=C3N(C12)CCCNC3=O)F (7-bromo-9-fluoro-2,3,4,5-tetrahydro-[1,4]diazepino[1,2-a]indol-1-one), BrC1=CC(=CC=2C=C3N(C12)CCCNC3=O)F (7-bromo-9-fluoro-2,3,4,5-tetrahydro-[1,4]diazepino[1,2-a]indol-1-one), B(C=1C=CC(=CC1)C)(O)O (p-tolylboronic acid). The product is FC1=CC=2C=C3N(C2C(=C1)C1=CC=C(C=C1)C)CCCNC3=O (9-Fluoro-7-p-tolyl-2,3,4,5-tetrahydro-[1,4]diazepino[1,2-a]indol-1-one). RXN SMILES: Br[C:2]1[C:10]2[N:9]3[CH2:11][CH2:12][CH2:13][NH:14][C:15](=[O:16])[C:8]3=[CH:7][C:6]=2[CH:5]=[C:4]([F:17])[CH:3]=1.B(O)(O)[C:19]1[CH:20]=[CH:21][C:22]([CH3:25])=[CH:23][CH:24]=1>>[F:17][C:4]1[CH:3]=[C:2]([C:19]2[CH:24]=[CH:23][C:22]([CH3:25])=[CH:21][CH:20]=2)[C:10]2[N:9]3[CH2:11][CH2:12][CH2:13][NH:14][C:15](=[O:16])[C:8]3=[CH:7][C:6]=2[CH:5]=1. Procedure: The title compound, light brown solid (69 mg, 90%), MS (ISP) m/z=309.3 [(M+H)+], mp 258.5° C., was prepared in accordance with the general method of example 1 from 7-bromo-9-fluoro-2,3,4,5-tetrahydro-[1,4]diazepino[1,2-a]indol-1-one (intermediate 2) (74.3 mg, 0.25 mmol) and commercially available p-tolylboronic acid (44.2 mg, 0.325 mmol).